From a dataset of the Open Reaction Database (ORD), a public repository of structured organic reaction records. describe an organic reaction: reactants, conditions, products, and yield Starting materials: C(#N)C1=NC=C(C=C1)O (2-Cyano-5-hydroxy pyridine), CN(C)C=O (DMF), C(=O)([O-])[O-].[K+].[K+] (K2CO3). The solvent is O (water). Conditions: time 24 hour. Yields the product C(#N)C1=NC=C(C=C1)OC (2-cyano-5-methoxy pyridine). The yield is 78.0%. RXN SMILES: [C:1]([C:3]1[CH:8]=[CH:7][C:6]([OH:9])=[CH:5][N:4]=1)#[N:2].[CH3:10]N(C=O)C.C([O-])([O-])=O.[K+].[K+]>O>[C:1]([C:3]1[CH:8]=[CH:7][C:6]([O:9][CH3:10])=[CH:5][N:4]=1)#[N:2] |f:2.3.4|. Procedure: 2-Cyano-5-hydroxy pyridine (200 mg, 1.66 mmol), DMF (10 mL) and K2CO3 (253 mg, 1.83 mmol), and Mel (354 mg, 2.49 mmol) were combined at rt and the reaction mixture was stirred for 24 h at rt. The reaction mixture was poured into water and extracted with EtOAc. The organic layer was separated, washed with water, dried and concentrated to give 2-cyano-5-methoxy pyridine (175mg, 78%). Reactants: Cl (hydrochloric acid), C(C)OC=1C=2N(C3=CC(=C(C=C3N1)Cl)Cl)C=C(N2)C(=O)OCC (ethyl 4-ethoxy-7,8-dichloroimidazo-[1,2-a]-quinoxaline-2-carboxylate), C(C)O (ethanol), [OH-].[Na+] (sodium hydroxide). Run in O (water). Product: ClC=1C=C2NC(C=3N(C2=CC1Cl)C=C(N3)C(=O)O)=O (4,5-dihydro-7,8-dichloro-4-oxoimidazo-[1,2-a]-quinoxaline-2-carboxylic acid). Isolated yield 101.8%. As a reaction SMILES: C([O:3][C:4]1[C:5]2[N:6]([CH:16]=[C:17]([C:19]([O:21]CC)=[O:20])[N:18]=2)[C:7]2[C:12]([N:13]=1)=[CH:11][C:10]([Cl:14])=[C:9]([Cl:15])[CH:8]=2)C.C(O)C.[OH-].[Na+].Cl>O>[Cl:14][C:10]1[CH:11]=[C:12]2[C:7](=[CH:8][C:9]=1[Cl:15])[N:6]1[CH:16]=[C:17]([C:19]([OH:21])=[O:20])[N:18]=[C:5]1[C:4](=[O:3])[NH:13]2 |f:2.3|. Procedure details: A mixture of 0.14 g of the product of Step B, 10 ml of ethanol, 20 ml of water and 3 ml of 1 N sodium hydroxide solution was refluxed overnight and the resulting clear solution was acidified with concentrated hydrochloric acid. The mixture was filtered to obtain 0.12 g of 4,5-dihydro-7,8-dichloro-4-oxoimidazo-[1,2-a]-quinoxaline-2-carboxylic acid in the form of a white crystalline solid. The reactants are ClN1C(CCC1=O)=O (N-chlorosuccinimide), C(=O)([O-])[O-].[K+].[K+] (K2CO3), NC=1C=NC=2CCN(CC2C1)C (3-Amino-6-methyl-5,6,7,8-tetrahydro[1,6]naphthyridine), CC1=CC=C(C=C1)COC(=O)NNC(=O)C2=NC=CN=C2 (pH10). The solvent is ClCCl (dichloromethane), C(C)(=O)O (acetic acid), O (water). Conditions: time 8 hour. Yields the product NC=1C(=NC=2CCN(CC2C1)C)Cl (3-Amino-2-chloro-6-methyl-5,6,7,8-tetrahydro[1,6]naphthyridine). Reaction SMILES: [NH2:1][C:2]1[CH:3]=[N:4][C:5]2[CH2:6][CH2:7][N:8]([CH3:12])[CH2:9][C:10]=2[CH:11]=1.[Cl:13]N1C(=O)CCC1=O.CC1C=CC(COC(NNC(C2C=NC=CN=2)=O)=O)=CC=1.C([O-])([O-])=O.[K+].[K+]>C(O)(=O)C.O.ClCCl>[NH2:1][C:2]1[C:3]([Cl:13])=[N:4][C:5]2[CH2:6][CH2:7][N:8]([CH3:12])[CH2:9][C:10]=2[CH:11]=1 |f:3.4.5|. Procedure details: 3-Amino-6-methyl-5,6,7,8-tetrahydro[1,6]naphthyridine D4 (900 mg, 5.52 mmol) was dissolved in acetic acid (50 ml) before being treated portionwise with N-chlorosuccinimide (1.11 g, 8.28 mmol) 20 min. The reaction mixture was stirred overnight at room temperature under argon. The reaction mixture was diluted with water (125 ml), basified to pH10 with solid K2CO3 and extracted with dichloromethane (×2). The combined organic extracts were washed with sodium bicarbonate, dried (MgSO4) and evaporatio... Reactants: CO, Cl, [K+], COC(=O)C(Cc1ccc(OCc2ccccc2)cc1)SC1=NS(=O)(=O)c2ccccc21, [OH-], O, O. Product: O=C(O)C(Cc1ccc(OCc2ccccc2)cc1)SC1=NS(=O)(=O)c2ccccc21. As a reaction SMILES: [CH3:37][OH:38].[ClH:35].[K+:34].[O:1]=[S:2]1(=[O:32])[N:3]=[C:4]([S:11][CH:12]([C:13](=[O:14])[O:15][CH3:16])[CH2:17][c:18]2[cH:19][cH:20][c:21]([O:24][CH2:25][c:26]3[cH:27][cH:28][cH:29][cH:30][cH:31]3)[cH:22][cH:23]2)[c:5]2[c:6]1[cH:7][cH:8][cH:9][cH:10]2.[OH-:33].[OH2:36].[OH2:39]>>[O:1]=[S:2]1(=[O:32])[N:3]=[C:4]([S:11][CH:12]([C:13](=[O:14])[OH:15])[CH2:17][c:18]2[cH:19][cH:20][c:21]([O:24][CH2:25][c:26]3[cH:27][cH:28][cH:29][cH:30][cH:31]3)[cH:22][cH:23]2)[c:5]2[c:6]1[cH:7][cH:8][cH:9][cH:10]2. The reactants are CN1CCNCC1 (N-methylpiperazine), C(C)(C)N(C(C)C)CC (N,N-diisopropylethylamine), ClC(=O)OC1=CC=C(C=C1)[N+](=O)[O-] (4-nitrophenyl chloroformate). Solvent: C(C)(=O)OCC (ethyl acetate), C(C)(=O)OCC (ethyl acetate). Run at time 3 hour. Product: [N+](=O)([O-])C1=CC=C(OC(=O)N2CCN(CC2)C)C=C1 (1-(4-Nitrophenoxycarbonyl)-4-methylpiperazine). Reaction SMILES: Cl[C:2]([O:4][C:5]1[CH:10]=[CH:9][C:8]([N+:11]([O-:13])=[O:12])=[CH:7][CH:6]=1)=[O:3].[CH3:14][N:15]1[CH2:20][CH2:19][NH:18][CH2:17][CH2:16]1.C(N(CC)C(C)C)(C)C>C(OCC)(=O)C>[N+:11]([C:8]1[CH:9]=[CH:10][C:5]([O:4][C:2]([N:18]2[CH2:19][CH2:20][N:15]([CH3:14])[CH2:16][CH2:17]2)=[O:3])=[CH:6][CH:7]=1)([O-:13])=[O:12]. Procedure details: A solution of 4-nitrophenyl chloroformate, 5.04 g (25 mMole) in 25 ml of dry ethyl acetate was added dropwise to an ice bath cooled, stirred solution of N-methylpiperazine, 5.55 ml (50 mMole), and N,N-diisopropylethylamine, 5.23 ml (30 mMole), in 50 ml of dry ethyl acetate. The ice bath was removed and stirring was continued at 22° C. for three hours. The thick reaction mixture was diluted with ethyl acetate, extracted with aqueous sodium bicarbonate and saturated aqueous sodium chloride, dried ... The reactants are COCCC1=NC(=NC(=C1CO)C)C1=CC=C(C=C1)C(F)(F)F ([4-(2-methoxy-ethyl)-6-methyl-2-(4-trifluoromethyl-phenyl)-pyrimidin-5-yl]-methanol), S(=O)(Cl)Cl (thionylchloride). Run in ClCCl (dichloromethane). Run at time 2 hour. The product is ClCC=1C(=NC(=NC1C)C1=CC=C(C=C1)C(F)(F)F)CCOC (5-chloromethyl-4-(2-methoxy-ethyl)-6-methyl-2-(4-trifluoromethyl-phenyl)-pyrimidine). Yield: 93.6%. As a reaction SMILES: [CH3:1][O:2][CH2:3][CH2:4][C:5]1[C:10]([CH2:11]O)=[C:9]([CH3:13])[N:8]=[C:7]([C:14]2[CH:19]=[CH:18][C:17]([C:20]([F:23])([F:22])[F:21])=[CH:16][CH:15]=2)[N:6]=1.S(Cl)([Cl:26])=O>ClCCl>[Cl:26][CH2:11][C:10]1[C:5]([CH2:4][CH2:3][O:2][CH3:1])=[N:6][C:7]([C:14]2[CH:19]=[CH:18][C:17]([C:20]([F:23])([F:22])[F:21])=[CH:16][CH:15]=2)=[N:8][C:9]=1[CH3:13]. Procedure details: A solution of [4-(2-methoxy-ethyl)-6-methyl-2-(4-trifluoromethyl-phenyl)-pyrimidin-5-yl]-methanol (2.47 g, 7.48 mmol) in dichloromethane (25 ml) was treated with thionylchloride (0.57 ml, 7.85 mmol). After 2 h stirring at RT, the mixture was partitioned between ether and water. The ether-phase was concentrated under reduced pressure to give 2.42 g (7 mmol, 94%) 5-chloromethyl-4-(2-methoxy-ethyl)-6-methyl-2-(4-trifluoromethyl-phenyl)-pyrimidine.